Dataset: the Open Reaction Database (ORD), a public repository of structured organic reaction records. Task: describe an organic reaction: reactants, conditions, products, and yield The reactants are ClC1=NC=CC(=N1)N1C(OC[C@@H]1[C@@H](C)OC)=O ((R)-3-(2-chloropyrimidin-4-yl)-4-((R)-1-methoxyethyl)oxazolidin-2-one), [F-].[K+] (potassium fluoride), CS(=O)C (DMSO). Run in O (water). Reaction conditions: temperature 120 celsius. Product: FC1=NC=CC(=N1)N1C(OC[C@@H]1[C@@H](C)OC)=O ((R)-3-(2-fluoropyrimidin-4-yl)-4-((R)-1-methoxyethyl)oxazolidin-2-one). Isolated yield 87.5%. RXN SMILES: Cl[C:2]1[N:7]=[C:6]([N:8]2[C@@H:12]([C@H:13]([O:15][CH3:16])[CH3:14])[CH2:11][O:10][C:9]2=[O:17])[CH:5]=[CH:4][N:3]=1.[F-:18].[K+].CS(C)=O>O>[F:18][C:2]1[N:7]=[C:6]([N:8]2[C@@H:12]([C@H:13]([O:15][CH3:16])[CH3:14])[CH2:11][O:10][C:9]2=[O:17])[CH:5]=[CH:4][N:3]=1 |f:1.2|. Reported procedure: To a microwe vial with stir bar was added (R)-3-(2-chloropyrimidin-4-yl)-4-((R)-1-methoxyethyl)oxazolidin-2-one (145 mg, 0.56 mmol), potassium fluoride (327 mg, 5.63 mmol) and DMSO (4 mL). Vial capped and heated to 120° C. in a sand bath for 3 hr. Reaction mixture was then cooled to room temperature, diluted with water and aqueous mixture extracted with EtOAc. The Organic phases were combined and washed with water, brine, dried (Na2SO4), filtered and concentrated to afford a white crystalline of... Yield: 81.7%. The product is CC1=CC=C2C(=N1)OC1=C2C=CC=C1C1=NC=CC(=C1)C1=CC=CC=C1 (2-methyl-8-(4-phenylpyridin-2-yl)benzofuro[2,3-b]pyridine). As a reaction SMILES: [CH3:1][C:2]1[N:7]=[C:6]2[O:8][C:9]3[C:14](B4OC(C)(C)C(C)(C)O4)=[CH:13][CH:12]=[CH:11][C:10]=3[C:5]2=[CH:4][CH:3]=1.Cl[C:25]1[CH:30]=[C:29]([C:31]2[CH:36]=[CH:35][CH:34]=[CH:33][CH:32]=2)[CH:28]=[CH:27][N:26]=1.C1(P(C2CCCCC2)C2C=CC=CC=2C2C(OC)=CC=CC=2OC)CCCCC1.[O-]P([O-])([O-])=O.[K+].[K+].[K+]>O>[CH3:1][C:2]1[N:7]=[C:6]2[O:8][C:9]3[C:14]([C:25]4[CH:30]=[C:29]([C:31]5[CH:36]=[CH:35][CH:34]=[CH:33][CH:32]=5)[CH:28]=[CH:27][N:26]=4)=[CH:13][CH:12]=[CH:11][C:10]=3[C:5]2=[CH:4][CH:3]=1 |f:3.4.5.6|. Procedure: 2-methyl-8-(4,4,5,5-tetramethyl-1,3,2-dioxaborolan-2-yl)benzofuro[2,3-b]pyridine (5.96 g, 19.28 mmol), 2-chloro-4-phenylpyridine (4.39 g, 23.13 mmol), tris(dibenzylideneacetone)palladium(0) (0.353 g, 0.386 mmol) and 2-Dicyclohexylphosphino-2′,6′-dimethoxybiphenyl (0.8 g, 1.951 mmol) were charged into a 500 mL 2-neck flask. Potassium phosphate tribasic (12.26 g, 57.8 mmol) was then dissolved in 45 mL of water. This solution was charged into the reaction mixture. The reaction mixture was degassed ... Run in O (water). Reactants: CC1=CC=C2C(=N1)OC1=C2C=CC=C1B1OC(C(O1)(C)C)(C)C (2-methyl-8-(4,4,5,5-tetramethyl-1,3,2-dioxaborolan-2-yl)benzofuro[2,3-b]pyridine), ClC1=NC=CC(=C1)C1=CC=CC=C1 (2-chloro-4-phenylpyridine), tris(dibenzylideneacetone)palladium(0), C1(CCCCC1)P(C1=C(C=CC=C1)C1=C(C=CC=C1OC)OC)C1CCCCC1 (2-Dicyclohexylphosphino-2′,6′-dimethoxybiphenyl), [O-]P(=O)([O-])[O-].[K+].[K+].[K+] (Potassium phosphate tribasic). The reactants are O[C@@H](C)C=1C=C(C#N)C=CN1 (2-((S)-1-hydroxy-ethyl)-isonicotinonitrile), C1CC(=O)N(C1=O)Cl (NCS), C1=CC=C(C=C1)P(C2=CC=CC=C2)C3=CC=CC=C3 (PPh3), C1CC(=O)N(C1=O)Cl (NCS), C1=CC=C(C=C1)P(C2=CC=CC=C2)C3=CC=CC=C3 (PPh3). Run at temperature 30 celsius. The product is Cl[C@H](C)C=1C=C(C#N)C=CN1 (2-((R)-1-Chloro-ethyl)-isonicotinonitrile). Yield: 7.0%. Reaction SMILES: O[C@H:2]([C:4]1[CH:5]=[C:6]([CH:9]=[CH:10][N:11]=1)[C:7]#[N:8])[CH3:3].C1C(=O)N([Cl:19])C(=O)C1.C1C=CC(P(C2C=CC=CC=2)C2C=CC=CC=2)=CC=1>>[Cl:19][C@@H:2]([C:4]1[CH:5]=[C:6]([CH:9]=[CH:10][N:11]=1)[C:7]#[N:8])[CH3:3]. Reported procedure: The title compound was prepared from 2-((S)-1-hydroxy-ethyl)-isonicotinonitrile (620 mg, 4.18 mmol) according to General Method C, except that 1.0 equiv. NCS and 1.0 equiv. PPh3 were used. After 24 hrs reaction time another 0.2 equiv. each of NCS and PPh3 were added and the temperature was increased to 30° C. for 12 h. Workup and purification by flash column chromatography yielded the title compound (46 mg, 7% yield) with 82% ee. 1H NMR (CDCl3) δ 8.74 (d, 1H), 7.76 (s, 1H), 7.46 (dd, 1H), 5.16 (...